From a dataset of the Open Reaction Database (ORD), a public repository of structured organic reaction records. describe an organic reaction: reactants, conditions, products, and yield Reactants: BrC=1C=C(C=CC1)C(C=[N+]=[N-])=O (1-(3-bromo-phenyl)-2-diazo-ethanone), COC(C(C(F)(F)F)(C)O)=O (3,3,3-trifluoro-2-hydroxy-2-methyl-propionic acid methyl ester). Reagents/catalysts: C(=O)(C(F)(F)F)O.C(=O)(C(F)(F)F)O.C(=O)(C(F)(F)F)O.C(=O)(C(F)(F)F)O.[Rh].[Rh] (rhodium(II) trifluoroacetate dimer). The solvent is C(Cl)Cl (CH2Cl2), C(Cl)Cl (CH2Cl2). Product: COC(C(C(F)(F)F)(C)OCC(=O)C1=CC(=CC=C1)Br)=O (2-[2-(3-Bromo-phenyl)-2-oxo-ethoxy]-3,3,3-trifluoro-2-methyl-propionic acid methyl ester). Reaction SMILES: [CH3:1][O:2][C:3](=[O:11])[C:4]([OH:10])([CH3:9])[C:5]([F:8])([F:7])[F:6].[Br:12][C:13]1[CH:14]=[C:15]([C:19](=[O:23])[CH:20]=[N+]=[N-])[CH:16]=[CH:17][CH:18]=1>C(Cl)Cl.C(O)(C(F)(F)F)=O.C(O)(C(F)(F)F)=O.C(O)(C(F)(F)F)=O.C(O)(C(F)(F)F)=O.[Rh].[Rh]>[CH3:1][O:2][C:3](=[O:11])[C:4]([O:10][CH2:20][C:19]([C:15]1[CH:16]=[CH:17][CH:18]=[C:13]([Br:12])[CH:14]=1)=[O:23])([CH3:9])[C:5]([F:7])([F:6])[F:8] |f:3.4.5.6.7.8|. Procedure details: To a solution of 3,3,3-trifluoro-2-hydroxy-2-methyl-propionic acid methyl ester (22.94 g, 133 mmol) in CH2Cl2 (400 ml) was added rhodium(II) trifluoroacetate dimer (0.439 g, 0.667 mmol). After cooling to 0° C. a solution of 1-(3-bromo-phenyl)-2-diazo-ethanone (15.0 g, 66.7 mmol) dissolved in CH2Cl2 (100 ml) was added over a period of 2 h. The reaction mixture was concentrated and the title compound was obtained after flash-chromatography on silica gel (toluene) as a yellow oil: TLC (toluene/EtOA... Reactants: BrC=1C=CC2=C(C=NCCN2)C1 (7-bromo-2,3-dihydro-1H-1,4-benzodiazepine), N1=CC=C(C=C1)B(O)O (4-pyridylboronic acid), C([O-])([O-])=O.[K+].[K+] (potassium carbonate), CN(C)C=O (DMF). The reagents and catalysts are Cl[Pd]([P](C1=CC=CC=C1)(C2=CC=CC=C2)C3=CC=CC=C3)([P](C4=CC=CC=C4)(C5=CC=CC=C5)C6=CC=CC=C6)Cl (dichlorobis(triphenyl-phosphine)palladium(II)). Solvent: O (water). Conditions: temperature 160 celsius. Yields the product N1=CC=C(C=C1)C=1C=CC2=C(C=NCCN2)C1 (7-(4-pyridinyl)-2,3-dihydro-1H-1,4-benzodiazepine). Reaction SMILES: Br[C:2]1[CH:3]=[CH:4][C:5]2[NH:11][CH2:10][CH2:9][N:8]=[CH:7][C:6]=2[CH:12]=1.[N:13]1[CH:18]=[CH:17][C:16](B(O)O)=[CH:15][CH:14]=1.C(=O)([O-])[O-].[K+].[K+].CN(C=O)C>Cl[Pd](Cl)([P](C1C=CC=CC=1)(C1C=CC=CC=1)C1C=CC=CC=1)[P](C1C=CC=CC=1)(C1C=CC=CC=1)C1C=CC=CC=1.O>[N:13]1[CH:18]=[CH:17][C:16]([C:2]2[CH:3]=[CH:4][C:5]3[NH:11][CH2:10][CH2:9][N:8]=[CH:7][C:6]=3[CH:12]=2)=[CH:15][CH:14]=1 |f:2.3.4,^1:35,54|. Procedure details: A 20 mL microwave tube was charged 7-bromo-2,3-dihydro-1H-1,4-benzodiazepine (115 mg), 4-pyridylboronic acid (2 equiv), potassium carbonate (2 equiv), dichlorobis(triphenyl-phosphine)palladium(II) (10 mol %), DMF (3.5 mL) and water (0.7 mL) then heated to 160° C. for 360 s using microwave irradiation. The reaction was concentrated to dryness and the residue was taken up in water then extracted with ethyl acetate/tetrahydrofuran (3:1). The organic extracts were combined and dried over sodium sulf... Starting materials: C(CCC)N1C(N(C(=CC1=O)Cl)CC1=CC=C(C=C1)C1=C(C=CC=C1)C1=NN=NN1C(C1=CC=CC=C1)(C1=CC=CC=C1)C1=CC=CC=C1)=O (3-butyl-6-chloro-1-[[2'-(N-trityltetrazol-5-yl)biphenyl-4-yl]methyl]pyrimidine-2,4(1H,3H)-dione), C(CC)S (propylmercaptan), C([O-])([O-])=O.[K+].[K+] (potassium carbonate). The solvent is C(C)#N (acetonitrile). Yields the product C(CCC)N1C(N(C(=CC1=O)SCCC)CC1=CC=C(C=C1)C1=C(C=CC=C1)C1=NN=NN1C(C1=CC=CC=C1)(C1=CC=CC=C1)C1=CC=CC=C1)=O (3-Butyl-6-propylthio-1-[[2'-(N-trityltetrazol-5-yl)biphenyl-4-yl]methyl]pyrimidine-2,4(1H,3H)-dione). The yield is 68.0%. RXN SMILES: [CH2:1]([N:5]1[C:10](=[O:11])[CH:9]=[C:8](Cl)[N:7]([CH2:13][C:14]2[CH:19]=[CH:18][C:17]([C:20]3[CH:25]=[CH:24][CH:23]=[CH:22][C:21]=3[C:26]3[N:30]([C:31]([C:44]4[CH:49]=[CH:48][CH:47]=[CH:46][CH:45]=4)([C:38]4[CH:43]=[CH:42][CH:41]=[CH:40][CH:39]=4)[C:32]4[CH:37]=[CH:36][CH:35]=[CH:34][CH:33]=4)[N:29]=[N:28][N:27]=3)=[CH:16][CH:15]=2)[C:6]1=[O:50])[CH2:2][CH2:3][CH3:4].[CH2:51]([SH:54])[CH2:52][CH3:53].C(=O)([O-])[O-].[K+].[K+]>C(#N)C>[CH2:1]([N:5]1[C:10](=[O:11])[CH:9]=[C:8]([S:54][CH2:51][CH2:52][CH3:53])[N:7]([CH2:13][C:14]2[CH:19]=[CH:18][C:17]([C:20]3[CH:25]=[CH:24][CH:23]=[CH:22][C:21]=3[C:26]3[N:30]([C:31]([C:44]4[CH:49]=[CH:48][CH:47]=[CH:46][CH:45]=4)([C:38]4[CH:43]=[CH:42][CH:41]=[CH:40][CH:39]=4)[C:32]4[CH:37]=[CH:36][CH:35]=[CH:34][CH:33]=4)[N:29]=[N:28][N:27]=3)=[CH:16][CH:15]=2)[C:6]1=[O:50])[CH2:2][CH2:3][CH3:4] |f:2.3.4|. Reported procedure: A mixture of 3-butyl-6-chloro-1-[[2'-(N-trityltetrazol-5-yl)biphenyl-4-yl]methyl]pyrimidine-2,4(1H,3H)-dione (1.4 g), propylmercaptan (0.24 ml) and potassium carbonate (0.35 g) in acetonitrile (25 ml) was heated under reflux for 3 hours. The reaction mixture was allowed to cool and the precipitate was removed by filtration. The filtrate was concentrated to dryness. The resulting residue was purified by column chromatography on silica gel to give colorless amorphous powders (1 g, 68%). The reactants are NC1=C(C(C2=C(N=C(N=C2)NC2=C(C=C(C=C2)N2CCC(CC2)CC)OC)N1CC(C)(C)O)=O)C(=O)N (7-Amino-8-(2-hydroxy-2-methylpropyl)-2-[4-(4-ethylpiperid-1-yl)-2-methoxyphenylamino]-5-oxo-5,8-dihydropyrido[2,3-d]pyrimidine-6-carboxamide), CCCl (hydrochloric ether). Solvent: CCOCC (ether), ClCCl.CO (dichloromethane methanol). Conditions: time 10 minute. Product: Cl.NC1=C(C(C2=C(N=C(N=C2)NC2=C(C=C(C=C2)N2CCC(CC2)CC)OC)N1CC(C)(C)O)=O)C(=O)N (7-Amino-8-(2-hydroxy-2-methylpropyl)-2-[4-(4-ethylpiperid-1-yl)-2-methoxyphenylamino]-5-oxo-5,8-dihydropyrido[2,3-d]pyrimidine-6-carboxamide hydrochloride). The yield is 102.6%. RXN SMILES: [NH2:1][C:2]1[N:28]([CH2:29][C:30]([OH:33])([CH3:32])[CH3:31])[C:6]2[N:7]=[C:8]([NH:11][C:12]3[CH:17]=[CH:16][C:15]([N:18]4[CH2:23][CH2:22][CH:21]([CH2:24][CH3:25])[CH2:20][CH2:19]4)=[CH:14][C:13]=3[O:26][CH3:27])[N:9]=[CH:10][C:5]=2[C:4](=[O:34])[C:3]=1[C:35]([NH2:37])=[O:36].CC[Cl:40]>ClCCl.CO.CCOCC>[ClH:40].[NH2:1][C:2]1[N:28]([CH2:29][C:30]([OH:33])([CH3:32])[CH3:31])[C:6]2[N:7]=[C:8]([NH:11][C:12]3[CH:17]=[CH:16][C:15]([N:18]4[CH2:23][CH2:22][CH:21]([CH2:24][CH3:25])[CH2:20][CH2:19]4)=[CH:14][C:13]=3[O:26][CH3:27])[N:9]=[CH:10][C:5]=2[C:4](=[O:34])[C:3]=1[C:35]([NH2:37])=[O:36] |f:2.3,5.6|. Reported procedure: To a solution of 0.25 g (0.50 mmol) of the product prepared in step 19.3 in 10 mL of a dichloromethane/methanol mixture (4/1) are added 2 mL (2 mmol) of 1.0 M hydrochloric ether. The mixture is stirred for 10 minutes at room temperature and is then diluted with ether. The precipitate is drained by suction, rinsed with ether and with pentane, and dried under vacuum. 0.28 g of the expected product is obtained in the form of a yellow solid. Yield (dihydrochloride)=96%. m.p.=200°C. (decomposition). ... The reactants are CCCCO, O=C(c1ccc(F)cc1)C1CCNCC1, O=C1C2CCCCC2C(=O)N1CCC1CO1. The product is O=C(c1ccc(F)cc1)C1CCN(CC(O)CCN2C(=O)C3CCCCC3C2=O)CC1. Reaction SMILES: [CH2:32]([OH:33])[CH2:34][CH2:35][CH3:36].[F:17][c:18]1[cH:19][cH:20][c:21]([C:22](=[O:23])[CH:24]2[CH2:25][CH2:26][NH:27][CH2:28][CH2:29]2)[cH:30][cH:31]1.[O:1]1[CH:2]([CH2:3][CH2:4][N:5]2[C:6](=[O:7])[CH:8]3[CH:9]([CH2:10][CH2:11][CH2:12][CH2:13]3)[C:14]2=[O:15])[CH2:16]1>>[OH:1][CH:2]([CH2:3][CH2:4][N:5]1[C:6](=[O:7])[CH:8]2[CH:9]([CH2:10][CH2:11][CH2:12][CH2:13]2)[C:14]1=[O:15])[CH2:16][N:27]1[CH2:26][CH2:25][CH:24]([C:22]([c:21]2[cH:20][cH:19][c:18]([F:17])[cH:31][cH:30]2)=[O:23])[CH2:29][CH2:28]1. Yields the product COC=1C=C(C(=O)OC)C=CC1CC1=CCC2=CC=C(C=C12)NC(C(F)(F)F)=O (methyl 3-methoxy-4-[6-(trifluoroacetamido)-3H-inden-1-ylmethyl]benzoate). Procedure details: A solution of n-butyllithium in hexane (1.4M, 38.82 ml) was added to a -78° C. solution of diisopropylamine (7.85 ml) in tetrahydrofuran (25 ml). After stirring for 15 min, a solution of 6-(trifluoroacetamido)-3H-indene (5.92 g) in tetrahydrofuran (25 ml) was added and stirred for 1 h. The reaction mixture was cooled to -100° C. and a solution of methyl 4-bromomethyl-3-methoxybenzoate (8.44 g) in tetrahydrofuran (35 ml) was added. The mixture was allowed to warm to room temperature and stirred f... Solvent: C(C)(=O)OCC (ethyl acetate), CCCCCC (hexane), O1CCCC1 (tetrahydrofuran), O1CCCC1 (tetrahydrofuran), O1CCCC1 (tetrahydrofuran). Yield: 14.0%. Run at temperature -100 celsius, time 15 minute. Reaction SMILES: C([Li])CCC.C(NC(C)C)(C)C.[F:13][C:14]([F:28])([F:27])[C:15]([NH:17][C:18]1[CH:26]=[C:25]2[C:21]([CH2:22][CH:23]=[CH:24]2)=[CH:20][CH:19]=1)=[O:16].Br[CH2:30][C:31]1[CH:40]=[CH:39][C:34]([C:35]([O:37][CH3:38])=[O:36])=[CH:33][C:32]=1[O:41][CH3:42].[Cl-].[NH4+]>CCCCCC.O1CCCC1.C(OCC)(=O)C>[CH3:42][O:41][C:32]1[CH:33]=[C:34]([CH:39]=[CH:40][C:31]=1[CH2:30][C:24]1[C:25]2[C:21](=[CH:20][CH:19]=[C:18]([NH:17][C:15](=[O:16])[C:14]([F:27])([F:28])[F:13])[CH:26]=2)[CH2:22][CH:23]=1)[C:35]([O:37][CH3:38])=[O:36] |f:4.5|. The reactants are [Cl-].[NH4+] (ammonium chloride), C(CCC)[Li] (n-butyllithium), C(C)(C)NC(C)C (diisopropylamine), FC(C(=O)NC1=CC=C2CC=CC2=C1)(F)F (6-(trifluoroacetamido)-3H-indene), BrCC1=C(C=C(C(=O)OC)C=C1)OC (methyl 4-bromomethyl-3-methoxybenzoate). The reactants are Nc1ncnc2[nH]c(Sc3cc4c(cc3Br)OCO4)nc12, Fc1cccc(CCBr)c1. Yields the product Nc1ncnc2c1nc(Sc1cc3c(cc1Br)OCO3)n2CCc1cccc(F)c1. RXN SMILES: [Br:1][c:2]1[c:3]([S:11][c:12]2[nH:13][c:14]3[n:15][cH:16][n:17][c:18]([NH2:21])[c:19]3[n:20]2)[cH:4][c:5]2[c:6]([cH:10]1)[O:7][CH2:8][O:9]2.[Br:22][CH2:23][CH2:24][c:25]1[cH:26][c:27]([F:31])[cH:28][cH:29][cH:30]1>>[Br:1][c:2]1[c:3]([S:11][c:12]2[n:13]([CH2:23][CH2:24][c:25]3[cH:26][c:27]([F:31])[cH:28][cH:29][cH:30]3)[c:14]3[n:15][cH:16][n:17][c:18]([NH2:21])[c:19]3[n:20]2)[cH:4][c:5]2[c:6]([cH:10]1)[O:7][CH2:8][O:9]2.